Dataset: the Open Reaction Database (ORD), a public repository of structured organic reaction records. Task: describe an organic reaction: reactants, conditions, products, and yield The reactants are C1CCC(CC1)N=C=NC2CCCCC2 (DCC), N1=CC=CC=C1 (pyridine), N1=CC=CC=C1 (pyridine), Cl.N1C(=NCC1)NC1=CC=C(C(=O)O)C=C1 (4-[(4,5-dihydro-1H-imidazol-2-yl)amino]benzoic acid.hydrochloride), Cl.C(N)(=N)C=1C=C2C=CC(=C(C2=CC1)CCC(=O)OCC)O (6-amidino-1-(2-ethoxycarbonylethyl)-2-naphthol.hydrochloride), C1CCC(CC1)N=C=NC2CCCCC2 (DCC). Reagents/catalysts: CN(C)C=1C=CN=CC1 (DMAP). The solvent is C(C)C(=O)C.O.C(C)(=O)O (methyl ethyl ketone water acetic acid), CN(C)C=O (DMF). Reaction conditions: time 2 hour. The product is Cl.Cl.N1C(=NCC1)NC1=CC=C(C(=O)OC2=C(C3=CC=C(C=C3C=C2)C(N)=N)CCC(=O)OCC)C=C1 (6-amidino-1-(2-ethoxycarbonylethyl)-2-naphthyl 4-[(4,5-dihydro-1H-imidazol-2-yl)amino]benzoate.dihydrochloride). Isolated yield 24.3%. As a reaction SMILES: N1C=CC=CC=1.[ClH:7].[NH:8]1[CH2:12][CH2:11][N:10]=[C:9]1[NH:13][C:14]1[CH:22]=[CH:21][C:17]([C:18]([OH:20])=[O:19])=[CH:16][CH:15]=1.Cl.[C:24]([C:27]1[CH:28]=[C:29]2[C:34](=[CH:35][CH:36]=1)[C:33]([CH2:37][CH2:38][C:39]([O:41][CH2:42][CH3:43])=[O:40])=[C:32](O)[CH:31]=[CH:30]2)(=[NH:26])[NH2:25].C1CCC(N=C=NC2CCCCC2)CC1>CN(C1C=CN=CC=1)C.C(C(C)=O)C.O.C(O)(=O)C.CN(C=O)C>[ClH:7].[ClH:7].[NH:10]1[CH2:11][CH2:12][N:8]=[C:9]1[NH:13][C:14]1[CH:15]=[CH:16][C:17]([C:18]([O:20][C:32]2[CH:31]=[CH:30][C:29]3[C:34](=[CH:35][CH:36]=[C:27]([C:24](=[NH:25])[NH2:26])[CH:28]=3)[C:33]=2[CH2:37][CH2:38][C:39]([O:41][CH2:42][CH3:43])=[O:40])=[O:19])=[CH:21][CH:22]=1 |f:1.2,3.4,7.8.9,11.12.13|. Procedure details: 30 Milliliters of 20% hydrous pyridine was added to 1.12 g of 4-[(4,5-dihydro-1H-imidazol-2-yl)amino]benzoic acid.hydrochloride, 1.5 g of 6-amidino-1-(2-ethoxycarbonylethyl)-2-naphthol.hydrochloride, 1.44 g of DCC and 56.7 mg of DMAP, followed by stirring for 2 hours under cooling with ice and then 48 hours at room temperature. Furthermore, 1.44 g of DCC, 5 ml of 20% hydrous pyridine and 10 ml of DMF were added, followed by stirring for 24 hours at room temperature. Then, the precipitate was fil...